This data is from the Open Reaction Database (ORD), a public repository of structured organic reaction records. The task is: describe an organic reaction: reactants, conditions, products, and yield Reactants: ClC1=CC(=NC=N1)C(=O)NC1=C(C=C(C=C1)S(=O)(=O)NCCC(=O)OC(C)(C)C)C (tert-butyl 3-(4-(6-chloropyrimidine-4-carboxamido)-3-methylphenylsulfonamido)propanoate), ClC1=CC(=NC=N1)C(=O)NC1=C(C=C(C=C1)S(=O)(=O)NCCC(=O)OC(C)(C)C)C (tert-butyl 3-(4-(6-chloropyrimidine-4-carboxamido)-3-methylphenylsulfonamido)propanoate), C(C)(C)NC(C)C (diisopropylamine), C1(CC1)CNCCC (N-(cyclopropylmethyl)propan-1-amine). Solvent: C(C)O (ethanol). Reaction conditions: temperature 160 celsius. The product is C1(CC1)CN(C1=CC(=NC=N1)C(=O)NC1=C(C=C(C=C1)S(=O)(=O)NCCC(=O)OC(C)(C)C)C)CCC (tert-butyl 3-(4-(6-((cyclopropylmethyl)(propyl)amino)pyrimidine-4-carboxamido)-3-methylphenylsulfonamido)propanoate). RXN SMILES: Cl[C:2]1[N:7]=[CH:6][N:5]=[C:4]([C:8]([NH:10][C:11]2[CH:16]=[CH:15][C:14]([S:17]([NH:20][CH2:21][CH2:22][C:23]([O:25][C:26]([CH3:29])([CH3:28])[CH3:27])=[O:24])(=[O:19])=[O:18])=[CH:13][C:12]=2[CH3:30])=[O:9])[CH:3]=1.C(NC(C)C)(C)C.[CH:38]1([CH2:41][NH:42][CH2:43][CH2:44][CH3:45])[CH2:40][CH2:39]1>C(O)C>[CH:38]1([CH2:41][N:42]([CH2:43][CH2:44][CH3:45])[C:2]2[N:7]=[CH:6][N:5]=[C:4]([C:8]([NH:10][C:11]3[CH:16]=[CH:15][C:14]([S:17]([NH:20][CH2:21][CH2:22][C:23]([O:25][C:26]([CH3:29])([CH3:28])[CH3:27])=[O:24])(=[O:19])=[O:18])=[CH:13][C:12]=3[CH3:30])=[O:9])[CH:3]=2)[CH2:40][CH2:39]1. Procedure: A solution of tert-butyl 3-(4-(6-chloropyrimidine-4-carboxamido)-3-methylphenylsulfonamido)propanoate (Intermediate 34, 140 mg; 0.31 mmol) and diisopropylamine (105.5 mL; 0.61 mmol) in ethanol (4 ml) was treated with N-(cyclopropylmethyl)propan-1-amine (45.3 mg; 0.4 mmol). The mixture was heated to 160° C. in a microwave for 1 hour and then filtered and the solvent removed in vacuo. The residue was purified by column chromatography (silica) eluting with petroleum ether containing increasing amou... The reactants are CC(=O)[O-], CC(=O)[O-], CCCCCCC, OC1CCC1, ClCCl, CCOC(=O)C=[N+]=[N-], [Rh+2]. The product is CCOC(=O)COC1CCC1. As a reaction SMILES: [C:24]([O-:25])(=[O:26])[CH3:27].[C:29]([O-:30])(=[O:31])[CH3:32].[CH3:17][CH2:18][CH2:19][CH2:20][CH2:21][CH2:22][CH3:23].[CH:1]1([OH:5])[CH2:2][CH2:3][CH2:4]1.[Cl:14][CH2:15][Cl:16].[N+:6](=[N-:7])=[CH:8][C:9](=[O:10])[O:11][CH2:12][CH3:13].[Rh+2:28]>>[CH:1]1([O:5][CH2:8][C:9](=[O:10])[O:11][CH2:12][CH3:13])[CH2:2][CH2:3][CH2:4]1. The reactants are CCN(CC)Cc1cccc(Nc2ccn3ncc(C=O)c3n2)c1, C1CCNCC1, CCO, O=C1CNC(=O)N1. Yields the product CCN(CC)Cc1cccc(Nc2ccn3ncc(C=C4NC(=O)NC4=O)c3n2)c1. Reaction SMILES: [CH2:1]([CH3:2])[N:3]([CH2:4][CH3:5])[CH2:6][c:7]1[cH:8][c:9]([NH:13][c:14]2[n:15][c:16]3[n:17]([cH:18][cH:19]2)[n:20][cH:21][c:22]3[CH:23]=[O:24])[cH:10][cH:11][cH:12]1.[CH2:32]1[CH2:33][CH2:34][NH:35][CH2:36][CH2:37]1.[CH3:38][CH2:39][OH:40].[O:25]=[C:26]1[CH2:27][NH:28][C:29](=[O:30])[NH:31]1>>[CH2:1]([CH3:2])[N:3]([CH2:4][CH3:5])[CH2:6][c:7]1[cH:8][c:9]([NH:13][c:14]2[n:15][c:16]3[n:17]([cH:18][cH:19]2)[n:20][cH:21][c:22]3[CH:23]=[C:27]2[C:26](=[O:25])[NH:31][C:29](=[O:30])[NH:28]2)[cH:10][cH:11][cH:12]1. Starting materials: CC(=O)CC(C)=O, Cl, C1CCOC1, O=Cc1cc(O)c(O)c([N+](=O)[O-])c1. Yields the product CC(=O)C(=Cc1cc(O)c(O)c([N+](=O)[O-])c1)C(C)=O. Reaction SMILES: [CH3:14][C:15]([CH2:16][C:17]([CH3:18])=[O:19])=[O:20].[ClH:21].[O:22]1[CH2:23][CH2:24][CH2:25][CH2:26]1.[OH:1][c:2]1[cH:3][c:4]([CH:5]=[O:6])[cH:7][c:8]([N+:11](=[O:12])[O-:13])[c:9]1[OH:10]>>[OH:1][c:2]1[cH:3][c:4]([CH:5]=[C:16]([C:15]([CH3:14])=[O:20])[C:17]([CH3:18])=[O:19])[cH:7][c:8]([N+:11](=[O:12])[O-:13])[c:9]1[OH:10]. The reactants are CC(=O)N1CCC(=O)C(C)C1, CC1COCCC1N, Cl. Product: CC(=O)N1CCC(N)C(C)C1. RXN SMILES: [C:1]([CH3:2])(=[O:3])[N:4]1[CH2:5][CH:6]([CH3:11])[C:7](=[O:10])[CH2:8][CH2:9]1.[CH3:13][CH:14]1[CH:15]([NH2:20])[CH2:16][CH2:17][O:18][CH2:19]1.[ClH:12]>>[C:1]([CH3:2])(=[O:3])[N:4]1[CH2:5][CH:6]([CH3:11])[CH:7]([NH2:20])[CH2:8][CH2:9]1. Starting materials: [Cl-].[Li+] (lithium Chloride), [Cl-].[Al+3].[Cl-].[Cl-] (aluminium chloride), C1(=CC=CC=C1)OC (anisole), C(C1=CC=CC=C1)(=O)Cl (benzoyl chloride). Solvent: ClC(C)Cl (dichloroethane), ClC(C)Cl (dichloroethane). Run at time 1 hour. The product is COC1=CC=C(C(=O)C2=CC=CC=C2)C=C1 (4-methoxybenzophenone). The yield is 90.1%. RXN SMILES: [Cl-].[Li+].[Cl-].[Al+3].[Cl-].[Cl-].[C:7]1([O:13][CH3:14])[CH:12]=[CH:11][CH:10]=[CH:9][CH:8]=1.[C:15](Cl)(=[O:22])[C:16]1[CH:21]=[CH:20][CH:19]=[CH:18][CH:17]=1>ClC(Cl)C>[CH3:14][O:13][C:7]1[CH:12]=[CH:11][C:10]([C:15]([C:16]2[CH:21]=[CH:20][CH:19]=[CH:18][CH:17]=2)=[O:22])=[CH:9][CH:8]=1 |f:0.1,2.3.4.5|. Procedure details: To an agitated mixture of lithium Chloride (3.18 g., 0.075 mole) and aluminium chloride (20 g., 0.15 mole) in dichloroethane cooled to below -10° C. was added anisole (5.41 g.,-0.05 mole) and benzoyl chloride (7.03 g., 0.05 mole) in dichloroethane (10ml). The reaction mixture was held below -10° C. for one hour then allowed to come to room temperature overnight. The 4-methoxybenzophenone produced (9.55 g., 90.1% yield) had a gas chromatograph/mass spectrometer estimated purity of over 95% with 2...